This data is from the Open Reaction Database (ORD), a public repository of structured organic reaction records. The task is: describe an organic reaction: reactants, conditions, products, and yield Starting materials: ice water, COCCO (2-methoxyethanol), S(=O)(=O)(Cl)Cl (sulfonyl chloride), BrC1=C(C=CC=C1)S(=O)(=O)Cl (bromobenzenesulfonyl chloride). Run in N1=CC=CC=C1 (pyridine). Reaction conditions: temperature 10 celsius, time 1 hour. Product: BrC1=CC=C(C=C1)S(=O)(=O)OCCOC (2-Methoxyethyl 4-bromobenzenesulfonate). Yield: 88.0%. Reaction SMILES: [CH3:1][O:2][CH2:3][CH2:4][OH:5].[Br:6][C:7]1[CH:12]=[CH:11][CH:10]=[CH:9][C:8]=1S(Cl)(=O)=O.[S:17](Cl)(Cl)(=[O:19])=[O:18]>N1C=CC=CC=1>[Br:6][C:7]1[CH:12]=[CH:11][C:10]([S:17]([O:5][CH2:4][CH2:3][O:2][CH3:1])(=[O:19])=[O:18])=[CH:9][CH:8]=1. Procedure details: Into a 125 mL erlenmyer flask immersed in an ice/water bath at 5° C. was added 14.2 mL (0.18 Mol) of 2-methoxyethanol and 40 mL of anhydrous pyridine. To the stirred solution was added 51 grams (0.20 Mol) of bromobenzenesulfonyl chloride in portions while keeping the temperature of the reaction below 7° C. After total addition the sulfonyl chloride, the reaction was stirred for one hour and allowed to warm to 10° C. Then the product mixture was poured into 200 mL of ice water and stirred rapidly... Reactants: C1(=CC=CC=C1)C(N1C=NC(=C1)CCCO)(C1=CC=CC=C1)C1=CC=CC=C1 (3-(1-triphenylmethyl-1H-imidazol-4-yl)propanol), COC1=CC=C(C=C1)O (4-methoxyphenol). The product is COC1=CC=C(C=C1)OCCCC=1N=CNC1 (3-(1H-Imidazol-4-yl)propyl 4-methoxyphenyl ether). As a reaction SMILES: C1(C(C2C=CC=CC=2)(C2C=CC=CC=2)[N:8]2[CH:12]=[C:11]([CH2:13][CH2:14][CH2:15][OH:16])[N:10]=[CH:9]2)C=CC=CC=1.[CH3:29][O:30][C:31]1[CH:36]=[CH:35][C:34](O)=[CH:33][CH:32]=1>>[CH3:29][O:30][C:31]1[CH:36]=[CH:35][C:34]([O:16][CH2:15][CH2:14][CH2:13][C:11]2[N:10]=[CH:9][NH:8][CH:12]=2)=[CH:33][CH:32]=1. Reported procedure: 5 mmol of 3-(1-triphenylmethyl-1H-imidazol-4-yl)propanol and 6 mmol of 4-methoxyphenol are treated as described in Example 76.